describe an organic reaction: reactants, conditions, products, and yield From a dataset of the Open Reaction Database (ORD), a public repository of structured organic reaction records. Starting materials: CO, O=Cc1ccccc1Cl, COC(=O)CN=[N+]=[N-], [Na]. Product: COC(=O)C(=Cc1ccccc1Cl)N=[N+]=[N-]. RXN SMILES: [CH3:19][OH:20].[Cl:2][c:3]1[c:4]([CH:5]=[O:6])[cH:7][cH:8][cH:9][cH:10]1.[N:11](=[N+:12]=[N-:13])[CH2:14][C:15](=[O:16])[O:17][CH3:18].[Na:1]>>[Cl:2][c:3]1[c:4]([CH:5]=[C:14]([N:11]=[N+:12]=[N-:13])[C:15](=[O:16])[O:17][CH3:18])[cH:7][cH:8][cH:9][cH:10]1.